Dataset: the Open Reaction Database (ORD), a public repository of structured organic reaction records. Task: describe an organic reaction: reactants, conditions, products, and yield Reactants: CC(=O)OCC(C)(C)[N+](=O)[O-], CC(=O)O, CCO, O=Cc1ccc(F)cc1F, [Zn]. Product: CC(=O)OCC(C)(C)[N+]([O-])=Cc1ccc(F)cc1F. As a reaction SMILES: [CH3:11][C:12]([CH2:13][O:14][C:15]([CH3:16])=[O:17])([CH3:18])[N+:19](=[O:20])[O-:21].[CH3:22][C:23](=[O:24])[OH:25].[CH3:26][CH2:27][OH:28].[F:1][c:2]1[c:3]([CH:4]=[O:5])[cH:6][cH:7][c:8]([F:10])[cH:9]1.[Zn:29]>>[F:1][c:2]1[c:3]([CH:4]=[N+:19]([C:12]([CH3:11])([CH2:13][O:14][C:15]([CH3:16])=[O:17])[CH3:18])[O-:20])[cH:6][cH:7][c:8]([F:10])[cH:9]1. The reactants are NC1=NC(=C(C(N1)=O)CC1=CC=C(C=C1)C1=C(C=CC=C1)C(=O)OC)CCCC (2-amino-6-butyl-5-[(2'-methoxycarbonylbiphenyl-4-yl) methyl]pyrimidin-4-one), ClCC(C)=O (chloroacetone). Run in CN(C)C=O (DMF). Reaction conditions: temperature 100 celsius, time 18 hour. The product is C(CCC)C1=C(C(N=C2N1C(C=N2)C)=O)CC2=CC=C(C=C2)C2=C(C=CC=C2)C(=O)OC (5-Butyl-3-methyl-6-[[2'-methoxycarbonylbiphenyl-4-yl)methyl]imidazo[1,2-a]pyrimidin-7-one). Yield: 27.0%. Reaction SMILES: [NH2:1][C:2]1[NH:7][C:6](=[O:8])[C:5]([CH2:9][C:10]2[CH:15]=[CH:14][C:13]([C:16]3[CH:21]=[CH:20][CH:19]=[CH:18][C:17]=3[C:22]([O:24][CH3:25])=[O:23])=[CH:12][CH:11]=2)=[C:4]([CH2:26][CH2:27][CH2:28][CH3:29])[N:3]=1.Cl[CH2:31][C:32](=O)[CH3:33]>CN(C=O)C>[CH2:26]([C:4]1[N:3]2[CH:32]([CH3:33])[CH:31]=[N:1][C:2]2=[N:7][C:6](=[O:8])[C:5]=1[CH2:9][C:10]1[CH:11]=[CH:12][C:13]([C:16]2[CH:21]=[CH:20][CH:19]=[CH:18][C:17]=2[C:22]([O:24][CH3:25])=[O:23])=[CH:14][CH:15]=1)[CH2:27][CH2:28][CH3:29]. Procedure: A solution of 0.3 g of 2-amino-6-butyl-5-[(2'-methoxycarbonylbiphenyl-4-yl) methyl]pyrimidin-4-one in 6 ml of DMF is added under stirring with 61 μl of chloroacetone. After 18 h under stirring at 100° C., the solvent is evaporated under reduced pressure. The residue is taken up into water to separate a solid which is filtered and purified by FC (eluent CH2Cl2 --CH3OH 97:3), to obtain 90 mg of a spongy solid (27% yield). Reactants: [I-].[K+] (potassium iodide), S([C@H]1[C@H](O)[C@@H](O)[C@@H](O)[C@H](O1)CO)C1=CC=CC=C1 (phenyl 1-thio-β-D-galactopyranoside), C(C1=CC=CC=C1)Br (benzyl bromide), [H-].[Na+] (sodium hydride). Solvent: O (water), CCOCC (Et2O), CN(C)C=O (DMF). Conditions: time 15 minute. The product is C(C1=CC=CC=C1)O[C@H]1[C@H](SC2=CC=CC=C2)O[C@@H]([C@@H]([C@@H]1OCC1=CC=CC=C1)OCC1=CC=CC=C1)COCC1=CC=CC=C1 (phenyl 2,3,4,6-tetra-O-benzyl-1-thio-β-D-galactopyranoside). Yield: 60.3%. Reaction SMILES: [S:1]([C:13]1[CH:18]=[CH:17][CH:16]=[CH:15][CH:14]=1)[C@@H:2]1[O:10][C@H:9]([CH2:11][OH:12])[C@H:7]([OH:8])[C@H:5]([OH:6])[C@H:3]1[OH:4].[H-].[Na+].[CH2:21](Br)[C:22]1[CH:27]=[CH:26][CH:25]=[CH:24][CH:23]=1.[I-].[K+]>CN(C=O)C.O.CCOCC>[CH2:21]([O:4][C@@H:3]1[C@@H:5]([O:6][CH2:21][C:22]2[CH:27]=[CH:26][CH:25]=[CH:24][CH:23]=2)[C@@H:7]([O:8][CH2:21][C:22]2[CH:27]=[CH:26][CH:25]=[CH:24][CH:23]=2)[C@@H:9]([CH2:11][O:12][CH2:21][C:22]2[CH:27]=[CH:26][CH:25]=[CH:24][CH:23]=2)[O:10][C@H:2]1[S:1][C:13]1[CH:14]=[CH:15][CH:16]=[CH:17][CH:18]=1)[C:22]1[CH:27]=[CH:26][CH:25]=[CH:24][CH:23]=1 |f:1.2,4.5|. Reported procedure: To the crude 9 (72.1 mmol, 1 eq) dissolved in dry DMF (1500 mL) under argon at 0° C. was added sodium hydride (10.7 g, 446.8 mmol, 6.2 eq). After 15 min, were added dropwise benzyl bromide (54 mL, 454 mmol, 6.3 eq) and a catalytic amount of potassium iodide. The mixture was stirred at room temperature for 3 h, diluted with water (500 mL) and Et2O (600 mL). The aqueous phase was extracted with Et2O (3×300 mL). The organic extracts were combined, dried over MgSO4 and concentrated. Purification by ... Starting materials: CC(C)(C)OC(=O)Nc1ccc(Br)cn1, C1CCOC1, [H-], CCI, [Na+]. Yields the product CCN(C(=O)OC(C)(C)C)c1ccc(Br)cn1. Reaction SMILES: [C:1](=[O:2])([O:3][C:4]([CH3:5])([CH3:6])[CH3:7])[NH:8][c:9]1[n:10][cH:11][c:12]([Br:15])[cH:13][cH:14]1.[CH2:21]1[O:22][CH2:23][CH2:24][CH2:25]1.[H-:16].[I:18][CH2:19][CH3:20].[Na+:17]>>[C:1](=[O:2])([O:3][C:4]([CH3:5])([CH3:6])[CH3:7])[N:8]([c:9]1[n:10][cH:11][c:12]([Br:15])[cH:13][cH:14]1)[CH2:19][CH3:20]. Starting materials: NC1=CC=C2C(=N1)C(=CN2)C2CCN(CC2)C (5-amino-3-(1-methylpiperidin-4-yl)pyrrolo[3,2-b]pyridine), COC1=CC=C(C(=O)Cl)C=C1 (4-methoxybenzoyl chloride). Yields the product COC1=CC=C(C(=O)NC2=CC=C3C(=N2)C(=CN3)C3CCN(CC3)C)C=C1 (5-(N-[4-methoxybenzoyl]amino)-3-(1-methylpiperidin-4-yl)pyrrolo[3,2-b]pyridine). RXN SMILES: [NH2:1][C:2]1[N:7]=[C:6]2[C:8]([CH:11]3[CH2:16][CH2:15][N:14]([CH3:17])[CH2:13][CH2:12]3)=[CH:9][NH:10][C:5]2=[CH:4][CH:3]=1.[CH3:18][O:19][C:20]1[CH:28]=[CH:27][C:23]([C:24](Cl)=[O:25])=[CH:22][CH:21]=1>>[CH3:18][O:19][C:20]1[CH:28]=[CH:27][C:23]([C:24]([NH:1][C:2]2[N:7]=[C:6]3[C:8]([CH:11]4[CH2:16][CH2:15][N:14]([CH3:17])[CH2:13][CH2:12]4)=[CH:9][NH:10][C:5]3=[CH:4][CH:3]=2)=[O:25])=[CH:22][CH:21]=1. Procedure: Beginning with 0.010 gm (0.044 mMol) 5-amino-3-(1-methylpiperidin-4-yl)pyrrolo[3,2-b]pyridine and 0.058 mMol 4-methoxybenzoyl chloride, the title compound was prepared essentially by the procedure described in Example 7.